This data is from the Open Reaction Database (ORD), a public repository of structured organic reaction records. The task is: describe an organic reaction: reactants, conditions, products, and yield The reactants are FC1=C(C=CC(=C1)F)C(C)NC(C1=CC(=CC=C1)[N+](=O)[O-])C1=CC=C(C=C1)OC (N-[1-(2,4-difluorophenyl)ethyl]-N-[(4-methoxyphenyl)-(3-nitrophenyl)methyl]amine), [BH4-].[Na+] (sodium borohydride). The reagents and catalysts are O.O.O.O.O.O.[Ni](Cl)Cl (nickel chloride hexahydrate). Yields the product FC1=C(C=CC(=C1)F)C(C)NC(C=1C=C(C=CC1)N)C1=CC=C(C=C1)OC (3-{[1-(2,4-Difluorophenyl)ethylamino}-(4-methoxyphenyl)methyl]phenylamine). Yield: 86.1%. Reaction SMILES: [F:1][C:2]1[CH:7]=[C:6]([F:8])[CH:5]=[CH:4][C:3]=1[CH:9]([NH:11][CH:12]([C:22]1[CH:27]=[CH:26][C:25]([O:28][CH3:29])=[CH:24][CH:23]=1)[C:13]1[CH:18]=[CH:17][CH:16]=[C:15]([N+:19]([O-])=O)[CH:14]=1)[CH3:10].[BH4-].[Na+]>O.O.O.O.O.O.[Ni](Cl)Cl>[F:1][C:2]1[CH:7]=[C:6]([F:8])[CH:5]=[CH:4][C:3]=1[CH:9]([NH:11][CH:12]([C:22]1[CH:23]=[CH:24][C:25]([O:28][CH3:29])=[CH:26][CH:27]=1)[C:13]1[CH:14]=[C:15]([NH2:19])[CH:16]=[CH:17][CH:18]=1)[CH3:10] |f:1.2,3.4.5.6.7.8.9|. Procedure details: Following a similar procedure to that described in Example (1b), 2.80 g of N-[1-(2,4-difluorophenyl)ethyl]-N-[(4-methoxyphenyl)-(3-nitrophenyl)methyl]amine [prepared as described in step (a) above], 3.34 g of nickel chloride hexahydrate and 1.12 g of sodium borohydride were reacted, to obtain 2.23 g of the title compound as a yellow oil. Reaction SMILES: [CH3:35][c:36]1[c:37]([OH:52])[c:38]([CH3:51])[cH:39][c:40]([B:42]2[O:43][C:44]([CH3:45])([CH3:46])[C:47]([CH3:48])([CH3:49])[O:50]2)[cH:41]1.[CH3:59][O:60][CH2:61][CH2:62][O:63][CH3:64].[Cl:1][c:2]1[cH:3][c:4](-[c:17]2[n:18][c:19]3[c:20]([n:21]2[CH2:22][O:23][CH2:24][CH2:25][Si:26]([CH3:27])([CH3:28])[CH3:29])[cH:30][c:31]([Cl:34])[cH:32][cH:33]3)[c:5](=[O:16])[n:6]([CH2:8][O:9][CH2:10][CH2:11][Si:12]([CH3:13])([CH3:14])[CH3:15])[n:7]1.[Na+:53].[Na+:54].[O-:55][C:56](=[O:57])[O-:58].[Pd:65].[c:104]1([P:105]([c:106]2[cH:107][cH:108][cH:109][cH:110][cH:111]2)[c:112]2[cH:113][cH:114][cH:115][cH:116][cH:117]2)[cH:118][cH:119][cH:120][cH:121][cH:122]1.[c:123]1([P:124]([c:125]2[cH:126][cH:127][cH:128][cH:129][cH:130]2)[c:131]2[cH:132][cH:133][cH:134][cH:135][cH:136]2)[cH:137][cH:138][cH:139][cH:140][cH:141]1.[c:66]1([P:67]([c:68]2[cH:69][cH:70][cH:71][cH:72][cH:73]2)[c:74]2[cH:75][cH:76][cH:77][cH:78][cH:79]2)[cH:80][cH:81][cH:82][cH:83][cH:84]1.[c:85]1([P:86]([c:87]2[cH:88][cH:89][cH:90][cH:91][cH:92]2)[c:93]2[cH:94][cH:95][cH:96][cH:97][cH:98]2)[cH:99][cH:100][cH:101][cH:102][cH:103]1>>[c:2]1(-[c:40]2[cH:39][c:38]([CH3:51])[c:37]([OH:52])[c:36]([CH3:35])[cH:41]2)[cH:3][c:4](-[c:17]2[n:18][c:19]3[c:20]([n:21]2[CH2:22][O:23][CH2:24][CH2:25][Si:26]([CH3:27])([CH3:28])[CH3:29])[cH:30][c:31]([Cl:34])[cH:32][cH:33]3)[c:5](=[O:16])[n:6]([CH2:8][O:9][CH2:10][CH2:11][Si:12]([CH3:13])([CH3:14])[CH3:15])[n:7]1. The reactants are Cc1cc(B2OC(C)(C)C(C)(C)O2)cc(C)c1O, COCCOC, C[Si](C)(C)CCOCn1nc(Cl)cc(-c2nc3ccc(Cl)cc3n2COCC[Si](C)(C)C)c1=O, [Na+], [Na+], O=C([O-])[O-], [Pd], c1ccc(P(c2ccccc2)c2ccccc2)cc1, c1ccc(P(c2ccccc2)c2ccccc2)cc1, c1ccc(P(c2ccccc2)c2ccccc2)cc1, c1ccc(P(c2ccccc2)c2ccccc2)cc1. The product is Cc1cc(-c2cc(-c3nc4ccc(Cl)cc4n3COCC[Si](C)(C)C)c(=O)n(COCC[Si](C)(C)C)n2)cc(C)c1O.